This data is from the Open Reaction Database (ORD), a public repository of structured organic reaction records. The task is: describe an organic reaction: reactants, conditions, products, and yield Reactants: Cl.Cl.Cl.Cl.N1=C(C=CC=C1)C[C@@H](N)C(=O)N1CCN(CC1)C1CCN(CC1)C (1-[β-(2-pyridinyl)-D-alanyl]-4-(1-methylpiperidin-4-yl)piperazine tetrahydrochloride), ClC=1C=CC2=C(SC(=C2)C(=O)O)C1 (6-chlorobenzo[b]thiophene-2-carboxylic acid). Yields the product ClC=1C=CC2=C(SC(=C2)C(=O)N[C@H](CC2=NC=CC=C2)C(=O)N2CCN(CC2)C2CCN(CC2)C)C1 (1-[N-(6-Chlorobenzo[b]thiophene-2-carbonyl)-β-(2-pyridinyl)-D-alanyl]-4-(1-methylpiperidin-4-yl)piperazine). RXN SMILES: Cl.Cl.Cl.Cl.[N:5]1[CH:10]=[CH:9][CH:8]=[CH:7][C:6]=1[CH2:11][C@H:12]([C:14]([N:16]1[CH2:21][CH2:20][N:19]([CH:22]2[CH2:27][CH2:26][N:25]([CH3:28])[CH2:24][CH2:23]2)[CH2:18][CH2:17]1)=[O:15])[NH2:13].[Cl:29][C:30]1[CH:31]=[CH:32][C:33]2[CH:37]=[C:36]([C:38](O)=[O:39])[S:35][C:34]=2[CH:41]=1>>[Cl:29][C:30]1[CH:31]=[CH:32][C:33]2[CH:37]=[C:36]([C:38]([NH:13][C@@H:12]([C:14]([N:16]3[CH2:17][CH2:18][N:19]([CH:22]4[CH2:27][CH2:26][N:25]([CH3:28])[CH2:24][CH2:23]4)[CH2:20][CH2:21]3)=[O:15])[CH2:11][C:6]3[CH:7]=[CH:8][CH:9]=[CH:10][N:5]=3)=[O:39])[S:35][C:34]=2[CH:41]=1 |f:0.1.2.3.4|. Reported procedure: Using methods substantially equivalent to those described in Method D-1, the titled compound was prepared from 1-[β-(2-pyridinyl)-D-alanyl]-4-(1-methylpiperidin-4-yl)piperazine tetrahydrochloride and 6-chlorobenzo[b]thiophene-2-carboxylic acid (53%). The reactants are CC#N, CCN(C(C)C)C(C)C, Fc1cnc(Cl)nc1, OC1CCNCC1. Yields the product OC1CCN(c2ncc(F)cn2)CC1. As a reaction SMILES: [CH3:25][C:26]#[N:27].[CH:8]([N:9]([CH:10]([CH3:11])[CH3:12])[CH2:13][CH3:14])([CH3:15])[CH3:16].[F:17][c:18]1[cH:19][n:20][c:21]([Cl:24])[n:22][cH:23]1.[OH:1][CH:2]1[CH2:3][CH2:4][NH:5][CH2:6][CH2:7]1>>[OH:1][CH:2]1[CH2:3][CH2:4][N:5]([c:21]2[n:20][cH:19][c:18]([F:17])[cH:23][n:22]2)[CH2:6][CH2:7]1. Starting materials: CC(C)(C)[Si](C)(C)Cl, Cn1ccnc1N1CCC(O)CC1, CN(C)c1ccncc1, ClCCl, c1c[nH]cn1. The product is Cn1ccnc1N1CCC(O[Si](C)(C)C(C)(C)C)CC1. As a reaction SMILES: [C:14]([CH3:15])([CH3:16])([CH3:17])[Si:18]([CH3:19])([CH3:20])[Cl:21].[CH3:1][n:2]1[c:3]([N:7]2[CH2:8][CH2:9][CH:10]([OH:13])[CH2:11][CH2:12]2)[n:4][cH:5][cH:6]1.[CH3:27][N:28]([CH3:29])[c:30]1[cH:31][cH:32][n:33][cH:34][cH:35]1.[Cl:36][CH2:37][Cl:38].[nH:22]1[cH:23][cH:24][n:25][cH:26]1>>[CH3:1][n:2]1[c:3]([N:7]2[CH2:8][CH2:9][CH:10]([O:13][Si:18]([C:14]([CH3:15])([CH3:16])[CH3:17])([CH3:19])[CH3:20])[CH2:11][CH2:12]2)[n:4][cH:5][cH:6]1.